From a dataset of the Open Reaction Database (ORD), a public repository of structured organic reaction records. describe an organic reaction: reactants, conditions, products, and yield Starting materials: O=C([O-])[O-], Cc1nc2ccccc2[nH]1, COC(C)(C)C1CCN(Cc2nc3c(N4CCOCC4)nc(Cl)nc3n2C)CC1, [Cs+], [Cs+], O=C(C=Cc1ccccc1)C=Cc1ccccc1, O=C(C=Cc1ccccc1)C=Cc1ccccc1, O=C(C=Cc1ccccc1)C=Cc1ccccc1, [Pd], [Pd]. Yields the product COC(C)(C)C1CCN(Cc2nc3c(N4CCOCC4)nc(-n4c(C)nc5ccccc54)nc3n2C)CC1. As a reaction SMILES: [C:1](=[O:2])([O-:3])[O-:4].[CH3:36][c:37]1[n:38][c:39]2[c:40]([nH:41]1)[cH:42][cH:43][cH:44][cH:45]2.[Cl:7][c:8]1[n:9][c:10]([N:30]2[CH2:31][CH2:32][O:33][CH2:34][CH2:35]2)[c:11]2[n:12][c:13]([CH2:18][N:19]3[CH2:20][CH2:21][CH:22]([C:25]([CH3:26])([CH3:27])[O:28][CH3:29])[CH2:23][CH2:24]3)[n:14]([CH3:17])[c:15]2[n:16]1.[Cs+:5].[Cs+:6].[O:48]=[C:49]([CH:50]=[CH:51][c:52]1[cH:53][cH:54][cH:55][cH:56][cH:57]1)[CH:58]=[CH:59][c:60]1[cH:61][cH:62][cH:63][cH:64][cH:65]1.[O:66]=[C:67]([CH:68]=[CH:69][c:70]1[cH:71][cH:72][cH:73][cH:74][cH:75]1)[CH:76]=[CH:77][c:78]1[cH:79][cH:80][cH:81][cH:82][cH:83]1.[O:84]=[C:85]([CH:86]=[CH:87][c:88]1[cH:89][cH:90][cH:91][cH:92][cH:93]1)[CH:94]=[CH:95][c:96]1[cH:97][cH:98][cH:99][cH:100][cH:101]1.[Pd:46].[Pd:47]>>[c:8]1(-[n:38]2[c:37]([CH3:36])[n:41][c:40]3[c:39]2[cH:45][cH:44][cH:43][cH:42]3)[n:9][c:10]([N:30]2[CH2:31][CH2:32][O:33][CH2:34][CH2:35]2)[c:11]2[n:12][c:13]([CH2:18][N:19]3[CH2:20][CH2:21][CH:22]([C:25]([CH3:26])([CH3:27])[O:28][CH3:29])[CH2:23][CH2:24]3)[n:14]([CH3:17])[c:15]2[n:16]1. Reactants: resultant product, resultant solution, P(=O)(OCC)(OCC)OCC (triethyl phosphate), BrCCCC[C@@H]1CC[Si@H](CC1)CCCC (trans-4-(4-bromobutyl)-1-n-butyl-1-silacyclohexane). Reagents/catalysts: [Cu]I (copper (I) iodide). Solvent: C1CCOC1 (THF). Product: C(CCC)[SiH]1CCCCC1 (1-n-butyl-1-silacyclohexane). Isolated yield 37.0%. As a reaction SMILES: P(OCC)(OCC)(OCC)=O.BrCCCC[C@H:17]1[CH2:22][CH2:21][Si@H:20]([CH2:23][CH2:24][CH2:25][CH3:26])[CH2:19][CH2:18]1>C1COCC1.[Cu]I>[CH2:23]([SiH:20]1[CH2:21][CH2:22][CH2:17][CH2:18][CH2:19]1)[CH2:24][CH2:25][CH3:26]. Reported procedure: 33.5 g (0.1 mol) of 4-(4-bromocyclohexyl)-1-(1,2,2-trifluorovinyloxy)benzene was dropped in a mixture of 2.5 g (0.11 mols) of magnesium and 300 ml of THF to obtain a Grignard reagent. The resultant solution was then dropped in a solution, in 500 ml of THF, of 0.5 g of triethyl phosphate, 0.1 g of copper (I) iodide and 29.1 g (0.1 mol) of trans-4-(4-bromobutyl)-1-n-butyl-1-silacyclohexane. The resultant product consisted of a mixture of tram and cis isomers with respect to the cyclohexane ring. T... Starting materials: CO (MeOH), FC=1C=CC(=NC1)C(=O)OC (Methyl 5-fluoropicolinate), [O-]S(=O)(=S)[O-].[Na+].[Na+] (Na2S2O3), C1=CC(=CC(=C1)Cl)C(=O)OO (mCPBA). Run in C(Cl)(Cl)Cl (CHCl3). Run at time 15 hour. Yields the product FC=1C=CC(=[N+](C1)[O-])C(=O)OC (5-fluoro-2-(methoxycarbonyl)pyridine 1-oxide). Isolated yield 65.5%. As a reaction SMILES: [F:1][C:2]1[CH:3]=[CH:4][C:5]([C:8]([O:10][CH3:11])=[O:9])=[N:6][CH:7]=1.C1C=C(Cl)C=C(C(OO)=[O:20])C=1.[O-]S([O-])(=S)=O.[Na+].[Na+].CO>C(Cl)(Cl)Cl>[F:1][C:2]1[CH:3]=[CH:4][C:5]([C:8]([O:10][CH3:11])=[O:9])=[N+:6]([O-:20])[CH:7]=1 |f:2.3.4|. Procedure: Methyl 5-fluoropicolinate (440 mg, 2.836 mmol) was dissolved in CHCl3 (10 ml), followed by addition of mCPBA (954 mg, 4.254 mmol), and then the resulting mixture was stirred at room temperature for 15 hours. A saturated aqueous Na2S2O3 solution (15 ml) was added to the resulting reaction liquid, followed by extraction with 5% MeOH/MC (30 ml×2). The organic layer was dried over anhydrous sodium sulfate, followed by filtration and concentration, and then the residue thus obtained was subjected to ... Reactants: C(C1=CC=CC=C1)N1CCC2(CC1)CN(C1=CC=CC(=C12)CN(C(OC(C)(C)C)=O)C(C)C)C=1C2=C(N=CN1)CCC2C(C)C (tert-butyl (1′-benzyl-1-(5-isopropyl-6,7-dihydro-5H-cyclopenta[d]pyrimidin-4-yl)spiro[indoline-3,4′-piperidine]-4-yl)methyl(isopropyl)carbamate), C(=O)[O-].[NH4+] (ammonium formate). Reagents/catalysts: [Pd] (Pd/C). Run in CO (MeOH). Reaction conditions: time 8 hour. Yields the product C(C)(C)N(C(OC(C)(C)C)=O)CC1=C2C(=CC=C1)N(CC21CCNCC1)C=1C2=C(N=CN1)CCC2C(C)C (tert-butyl isopropyl((1-(5-isopropyl-6,7-dihydro-5H-cyclopenta[d]pyrimidin-4-yl)spiro[indoline-3,4′-piperidine]-4-yl)methyl)carbamate). Yield: 783.4%. As a reaction SMILES: C([N:8]1[CH2:13][CH2:12][C:11]2([C:21]3[C:16](=[CH:17][CH:18]=[CH:19][C:20]=3[CH2:22][N:23]([CH:31]([CH3:33])[CH3:32])[C:24](=[O:30])[O:25][C:26]([CH3:29])([CH3:28])[CH3:27])[N:15]([C:34]3[C:35]4[CH:42]([CH:43]([CH3:45])[CH3:44])[CH2:41][CH2:40][C:36]=4[N:37]=[CH:38][N:39]=3)[CH2:14]2)[CH2:10][CH2:9]1)C1C=CC=CC=1.C([O-])=O.[NH4+]>CO.[Pd]>[CH:31]([N:23]([CH2:22][C:20]1[CH:19]=[CH:18][CH:17]=[C:16]2[N:15]([C:34]3[C:35]4[CH:42]([CH:43]([CH3:45])[CH3:44])[CH2:41][CH2:40][C:36]=4[N:37]=[CH:38][N:39]=3)[CH2:14][C:11]3([CH2:12][CH2:13][NH:8][CH2:9][CH2:10]3)[C:21]=12)[C:24](=[O:30])[O:25][C:26]([CH3:28])([CH3:29])[CH3:27])([CH3:33])[CH3:32] |f:1.2|. Procedure details: A solution of tert-butyl (1′-benzyl-1-(5-isopropyl-6,7-dihydro-5H-cyclopenta[d]pyrimidin-4-yl)spiro[indoline-3,4′-piperidine]-4-yl)methyl(isopropyl)carbamate (0.088 g, 0.14 mmol) in MeOH (1 mL) was treated with ammonium formate (0.027 g, 0.43 mmol) and Pd/C (0.0077 g, 0.0072 mmol) and heated to reflux for 7 hours and stirred at room temperature overnight. The reaction was filtered through glass filter paper, and the solvent was removed under reduced pressure. The crude residue was purified by co... Yields the product O=CCC1CCN(CCc2ccc(F)cc2)CC1. Starting materials: ClCCl, OCCC1CCN(CCc2ccc(F)cc2)CC1, O=[Cr](=O)([O-])Cl, c1cc[nH+]cc1. Reaction SMILES: [CH2:30]([Cl:31])[Cl:32].[F:1][c:2]1[cH:3][cH:4][c:5]([CH2:6][CH2:7][N:8]2[CH2:9][CH2:10][CH:11]([CH2:14][CH2:15][OH:16])[CH2:12][CH2:13]2)[cH:17][cH:18]1.[O:19]=[Cr:20]([Cl:21])([O-:22])=[O:23].[nH+:24]1[cH:25][cH:26][cH:27][cH:28][cH:29]1>>[F:1][c:2]1[cH:3][cH:4][c:5]([CH2:6][CH2:7][N:8]2[CH2:9][CH2:10][CH:11]([CH2:14][CH:15]=[O:16])[CH2:12][CH2:13]2)[cH:17][cH:18]1. The reactants are C(C)C1=NC(=CC(=C1C1=CC=C(C=C1)C(=O)OCC)OCC1=CC=CC=C1)CC (2,6-diethyl-3-(4-ethoxycarbonylphenyl)-4-(phenylmethoxy)pyridine). The solvent is N1=CC=CC=C1 (pyridine). The product is C(C)C=1NC(=CC(C1C1=CC=C(C=C1)C(=O)OCC)=O)CC (2,6-diethyl-1,4-dihydro-3-(4-ethoxycarbonylphenyl)-4-oxopyridine). The yield is 84.0%. RXN SMILES: [CH2:1]([C:3]1[C:8]([C:9]2[CH:14]=[CH:13][C:12]([C:15]([O:17][CH2:18][CH3:19])=[O:16])=[CH:11][CH:10]=2)=[C:7]([O:20]CC2C=CC=CC=2)[CH:6]=[C:5]([CH2:28][CH3:29])[N:4]=1)[CH3:2]>N1C=CC=CC=1>[CH2:1]([C:3]1[NH:4][C:5]([CH2:28][CH3:29])=[CH:6][C:7](=[O:20])[C:8]=1[C:9]1[CH:14]=[CH:13][C:12]([C:15]([O:17][CH2:18][CH3:19])=[O:16])=[CH:11][CH:10]=1)[CH3:2]. Reported procedure: Using an analogous procedure to that described in Example 9, part (iii), but starting from compound I, there was obtained in 84% yield 2,6-diethyl-1,4-dihydro-3-(4-ethoxycarbonylphenyl)-4-oxopyridine as a solid, NMR (d6 -DMSO): 0.87,1.07(two t, 3H), 1.21(t, 3H), 1.33(t, 3H), 2.34(t, 3H), 2.53(q, 2H), 4.32(q, 2H), 6.03,6.25(two s, 1H), 7.29(d, 2H), 7.95(d, 2H); mass spectrum (chemical ionisation, ammonia): 300(M+H)+. Reactants: Cl.C1(CC1)COC1=C(C=C(C(=C1)OC)F)C=1C2=C(N=CN1)C(=C(N2)C)C(=O)N[C@H]2[C@@H](CNCC2)O (4-[2-(cyclopropylmethoxy)-5-fluoro-4-methoxyphenyl]-N-[(3R*,4R*)-3-hydroxypiperidin-4-yl]-6-methyl-5H-pyrrolo[3,2-d]pyrimidine-7-carboxamide hydrochloride), C(CC)(=O)Cl (propionyl chloride). The product is C1(CC1)COC1=C(C=C(C(=C1)OC)F)C=1C2=C(N=CN1)C(=C(N2)C)C(=O)N[C@H]2[C@@H](CN(CC2)C(CC)=O)O (4-[2-(Cyclopropylmethoxy)-5-fluoro-4-methoxyphenyl]-N-[(3R*,4R*)-3-hydroxy-1-propanoylpiperidin-4-yl]-6-methyl-5H-pyrrolo[3,2-d]pyrimidine-7-carboxamide). As a reaction SMILES: Cl.[CH:2]1([CH2:5][O:6][C:7]2[CH:12]=[C:11]([O:13][CH3:14])[C:10]([F:15])=[CH:9][C:8]=2[C:16]2[C:17]3[NH:24][C:23]([CH3:25])=[C:22]([C:26]([NH:28][C@@H:29]4[CH2:34][CH2:33][NH:32][CH2:31][C@H:30]4[OH:35])=[O:27])[C:18]=3[N:19]=[CH:20][N:21]=2)[CH2:4][CH2:3]1.[C:36](Cl)(=[O:39])[CH2:37][CH3:38]>>[CH:2]1([CH2:5][O:6][C:7]2[CH:12]=[C:11]([O:13][CH3:14])[C:10]([F:15])=[CH:9][C:8]=2[C:16]2[C:17]3[NH:24][C:23]([CH3:25])=[C:22]([C:26]([NH:28][C@@H:29]4[CH2:34][CH2:33][N:32]([C:36](=[O:39])[CH2:37][CH3:38])[CH2:31][C@H:30]4[OH:35])=[O:27])[C:18]=3[N:19]=[CH:20][N:21]=2)[CH2:4][CH2:3]1 |f:0.1|. Procedure details: Starting from 4-[2-(cyclopropylmethoxy)-5-fluoro-4-methoxyphenyl]-N-[(3R*,4R*)-3-hydroxypiperidin-4-yl]-6-methyl-5H-pyrrolo[3,2-d]pyrimidine-7-carboxamide hydrochloride (example D.f47) and commercially available propionyl chloride the title compound is obtained as colorless solid.